From a dataset of the Open Reaction Database (ORD), a public repository of structured organic reaction records. describe an organic reaction: reactants, conditions, products, and yield The reactants are [I-].[Na+] (Sodium iodide), C(=O)(O)[O-].[Na+] (NaHCO3), ClC(C(=O)NCCNC1=CC(=CC=C1)OC(F)(F)F)C (2-chloro-N-[2-(3-trifluoromethoxy-phenylamino)-ethyl]-propionamide). Run in CC(=O)C (acetone). The product is CC1C(NCCN1C1=CC(=CC=C1)OC(F)(F)F)=O (3-Methyl-4-(3-trifluoromethoxy-phenyl)-piperazin-2-one). Yield: 66.1%. As a reaction SMILES: [I-].[Na+].C([O-])(O)=O.[Na+].Cl[CH:9]([CH3:27])[C:10]([NH:12][CH2:13][CH2:14][NH:15][C:16]1[CH:21]=[CH:20][CH:19]=[C:18]([O:22][C:23]([F:26])([F:25])[F:24])[CH:17]=1)=[O:11]>CC(C)=O>[CH3:27][CH:9]1[N:15]([C:16]2[CH:21]=[CH:20][CH:19]=[C:18]([O:22][C:23]([F:26])([F:25])[F:24])[CH:17]=2)[CH2:14][CH2:13][NH:12][C:10]1=[O:11] |f:0.1,2.3|. Reported procedure: Sodium iodide (64 mg, 0.43 mmol) and NaHCO3 (86 mg, 1.03 mmol) were added to a solution of 2-chloro-N-[2-(3-trifluoromethoxy-phenylamino)-ethyl]-propionamide (266 mg, 0.86 mmol) in acetone (20 mL). The reaction mixture was heated at reflux for 72 h, then evaporated. The residue was partitioned between EtOAc and water. The organic layer was dried (MgSO4), filtered, and evaporated. Chromatography (SiO2; heptane/EtOAc gradient) afforded the title compound (156 mg, 66%). Yellow oil, MS: 275.1 (M+H)−... Reactants: OCC1CCCO1, C1COCCO1, CC(C)c1cc(C(C)C)c(-c2ccccc2P(C2CCCCC2)C2CCCCC2)c(C(C)C)c1, CC(Nc1nc(Cl)cc(Nc2cnccn2)n1)c1ccc(F)cc1, [K+], [K+], [K+], O=P([O-])([O-])[O-]. The product is CC(Nc1nc(Nc2cnccn2)cc(OCC2CCCO2)n1)c1ccc(F)cc1. RXN SMILES: [CH2:67]([CH:68]1[CH2:69][CH2:70][CH2:71][O:72]1)[OH:73].[CH2:74]1[O:75][CH2:76][CH2:77][O:78][CH2:79]1.[CH:33]1([P:34]([CH:35]2[CH2:36][CH2:37][CH2:38][CH2:39][CH2:40]2)[c:41]2[cH:42][cH:43][cH:44][cH:45][c:46]2-[c:47]2[c:48]([CH:49]([CH3:50])[CH3:51])[cH:52][c:53]([CH:54]([CH3:55])[CH3:56])[cH:57][c:58]2[CH:59]([CH3:60])[CH3:61])[CH2:62][CH2:63][CH2:64][CH2:65][CH2:66]1.[Cl:1][c:2]1[cH:3][c:4]([NH:18][c:19]2[n:20][cH:21][cH:22][n:23][cH:24]2)[n:5][c:6]([NH:8][CH:9]([CH3:10])[c:11]2[cH:12][cH:13][c:14]([F:17])[cH:15][cH:16]2)[n:7]1.[K+:30].[K+:31].[K+:32].[P:25]([O-:26])([O-:27])([O-:28])=[O:29]>>[c:2]1([O:73][CH2:67][CH:68]2[CH2:69][CH2:70][CH2:71][O:72]2)[cH:3][c:4]([NH:18][c:19]2[n:20][cH:21][cH:22][n:23][cH:24]2)[n:5][c:6]([NH:8][CH:9]([CH3:10])[c:11]2[cH:12][cH:13][c:14]([F:17])[cH:15][cH:16]2)[n:7]1. The reactants are Cl (hydrochloric acid), [N+](=O)(O)[O-] (nitric acid), CC1=C(N)C=C(C=C1)[N+](=O)[O-] (2-Methyl-5-nitroaniline), N#CN (cyanamide), Cl (hydrochloric acid). Run in C(C)(C)O (isopropyl alcohol). Reaction conditions: temperature 80 celsius, time 1 hour. The product is [N+](=O)(O)[O-].CC1=C(C=C(C=C1)[N+](=O)[O-])NC(=N)N (1-(2-methyl-5-nitrophenyl)guanidine nitrate). Isolated yield 81.5%. Reaction SMILES: [CH3:1][C:2]1[CH:8]=[CH:7][C:6]([N+:9]([O-:11])=[O:10])=[CH:5][C:3]=1[NH2:4].[N:12]#[C:13][NH2:14].Cl.[N+:16]([O-:19])([OH:18])=[O:17]>C(O)(C)C>[N+:16]([O-:19])([OH:18])=[O:17].[CH3:1][C:2]1[CH:8]=[CH:7][C:6]([N+:9]([O-:11])=[O:10])=[CH:5][C:3]=1[NH:4][C:13]([NH2:14])=[NH:12] |f:5.6|. Procedure details: 20 g of 2-Methyl-5-nitroaniline (0.131 mol; 1 eq.), 11.05 g of cyanamide (0.263 mol; 2 eq.) and 80 mL of isopropyl alcohol were placed in a reactor flask. The reaction mixture was heated to 80° C., and 18 mL of concentrated hydrochloric acid was slowly added dropwise within 80 minutes. The reaction mixture was stirred for 1 hour while maintaining the temperature at 80° C. Next, 6 mL of concentrated hydrochloric acid was added dropwise and the reaction mixture was kept at 80° C. for 2 hours. The ... Starting materials: ClC=1C=CC(=C(C(=O)C2=CC=CC=C2)C1)N1C(=NN=C1C)Br (5-chloro-2-(3-bromo-5-methyl-4H-1,2,4-triazol-4-yl)benzophenone), NN (hydrazine). The solvent is C(C)O (ethanol). Yields the product lower alkanol, ClC=1C=CC2=C(C(=NNC=3N2C(=NN3)C)C3=CC=CC=C3)C1 (8-chloro-1-methyl-6-phenyl-4H-s-triazolo[4,3-a][1,3,4]benzotriazepine). As a reaction SMILES: [Cl:1][C:2]1[CH:3]=[CH:4][C:5]([N:16]2[C:20]([CH3:21])=[N:19][N:18]=[C:17]2Br)=[C:6]([CH:15]=1)[C:7]([C:9]1[CH:14]=[CH:13][CH:12]=[CH:11][CH:10]=1)=O.[NH2:23][NH2:24]>C(O)C>[Cl:1][C:2]1[CH:3]=[CH:4][C:5]2[N:16]3[C:20]([CH3:21])=[N:19][N:18]=[C:17]3[NH:24][N:23]=[C:7]([C:9]3[CH:14]=[CH:13][CH:12]=[CH:11][CH:10]=3)[C:6]=2[CH:15]=1. Procedure details: U.S. patent application Ser. No. 391,647, filed Aug. 27, 1973, now U.S. Pat. No. 3,891,666, describes a process for reacting a mixture of 5-chloro-2-(3-bromo-5-methyl-4H-1,2,4-triazol-4-yl)benzophenone with hydrazine or its mineral acid salt and a base in a lower alkanol, e.g., ethanol at 70°-120° C. to give 8-chloro-1-methyl-6-phenyl-4H-s-triazolo[4,3-a][1,3,4]benzotriazepine, indicating that hydrazine reacts with halogen on the triazole ring of triazolylbenzophenone compounds. The reactants are C1=CCCC1 (cyclopentene), C(C)(=O)OC(C)=O (acetic anhydride). Yields the product C1(C=CCC1)=O (cyclopentenone), C(C)(=O)OC1OC=CCC1 (2-acetoxy-3,4-dihydro-[2H]-pyran). As a reaction SMILES: [CH:1]1[CH2:5][CH2:4][CH2:3][CH:2]=1.[C:6]([O:9][C:10](=[O:12])[CH3:11])(=[O:8])[CH3:7]>>[C:1]1(=[O:8])[CH2:5][CH2:4][CH:3]=[CH:2]1.[C:6]([O:9][CH:10]1[CH2:11][CH2:5][CH:1]=[CH:2][O:12]1)(=[O:8])[CH3:7]. Procedure details: Synder et al. J.A.C.S. 81, 4299-4300 (1959) claimed that the light-catalyzed liquid-phase autoxidation of cyclopentene in the presence of acetic anhydride gave cyclopentenone and 2-acetoxy-3,4-dihydro-[2H]-pyran. Reactants: O=C(O)Cc1ccc(CBr)cc1, CC(=O)O, Oc1cccc(-c2c(-c3ccccc3)nnc3c(Cl)cccc23)c1, I, [K], [Na+], [Na+], O=C([O-])[O-], CN(C)C=O, O. Yields the product O=C(O)Cc1ccc(COc2cccc(-c3c(-c4ccccc4)nnc4c(Cl)cccc34)c2)cc1. Reaction SMILES: [Br:25][CH2:26][c:27]1[cH:28][cH:29][c:30]([CH2:33][C:34](=[O:35])[OH:36])[cH:31][cH:32]1.[CH3:50][C:51](=[O:52])[OH:53].[Cl:1][c:2]1[cH:3][cH:4][cH:5][c:6]2[c:7](-[c:18]3[cH:19][c:20]([OH:24])[cH:21][cH:22][cH:23]3)[c:8](-[c:12]3[cH:13][cH:14][cH:15][cH:16][cH:17]3)[n:9][n:10][c:11]12.[I:43].[K:44].[Na+:37].[Na+:38].[O-:39][C:40](=[O:41])[O-:42].[O:45]=[CH:46][N:47]([CH3:48])[CH3:49].[OH2:54]>>[Cl:1][c:2]1[cH:3][cH:4][cH:5][c:6]2[c:7](-[c:18]3[cH:19][c:20]([O:24][CH2:26][c:27]4[cH:28][cH:29][c:30]([CH2:33][C:34](=[O:35])[OH:36])[cH:31][cH:32]4)[cH:21][cH:22][cH:23]3)[c:8](-[c:12]3[cH:13][cH:14][cH:15][cH:16][cH:17]3)[n:9][n:10][c:11]12. The reactants are N(=O)[O-].[Na+] (NaNO2), C([O-])([O-])=O.[K+].[K+] (potassium carbonate), C1(=CC=CC=C1)C1(CCN(CC1)CC1C(C2=CC=C(C=C2CC1)N)=O)O (2-(4-phenyl-4-hydroxypiperidinomethyl)-6-amino-1-tetralone), Cl (hydrochloric acid). Run in C(Cl)(Cl)Cl (chloroform), O (water). Product: C1(=CC=CC=C1)C1(CCN(CC1)CC1C(C2=CC=C(C=C2CC1)O)=O)O (2-(4-Phenyl-4-hydroxypiperdinomethyl)-6-hydroxy-1-tetralone). RXN SMILES: N([O-])=O.[Na+].[C:5]1([C:11]2([OH:30])[CH2:16][CH2:15][N:14]([CH2:17][CH:18]3[CH2:27][CH2:26][C:25]4[C:20](=[CH:21][CH:22]=[C:23](N)[CH:24]=4)[C:19]3=[O:29])[CH2:13][CH2:12]2)[CH:10]=[CH:9][CH:8]=[CH:7][CH:6]=1.Cl.C(=O)([O-])[O-:33].[K+].[K+]>C(Cl)(Cl)Cl.O>[C:5]1([C:11]2([OH:30])[CH2:16][CH2:15][N:14]([CH2:17][CH:18]3[CH2:27][CH2:26][C:25]4[C:20](=[CH:21][CH:22]=[C:23]([OH:33])[CH:24]=4)[C:19]3=[O:29])[CH2:13][CH2:12]2)[CH:10]=[CH:9][CH:8]=[CH:7][CH:6]=1 |f:0.1,4.5.6|. Procedure details: A solution of 0.7 g. of NaNO2 in 3 ml. of water is added dropwise to a stirred solution of 3.5 g. of 2-(4-phenyl-4-hydroxypiperidinomethyl)-6-amino-1-tetralone in 10 ml. of 4 N hydrochloric acid. The mixture is warmed until nitrogen evolution has ceased. It is cooled, neutralized with potassium carbonate and worked up with chloroform in the customary manner. 2-(4-Phenyl-4-hydroxypiperdinomethyl)-6-hydroxy-1-tetralone is obtained. EXAMPLE 5